This data is from the Open Reaction Database (ORD), a public repository of structured organic reaction records. The task is: describe an organic reaction: reactants, conditions, products, and yield The reactants are COc1ccc(CC2(C(=O)[O-])C(CC=NNC(=N)N)C(=O)N2c2ccccn2)cc1, ClCCl, O=C(O)C(F)(F)F. Yields the product N=C(N)NN=CCC1C(=O)N(c2ccccn2)C1C(=O)O. RXN SMILES: [CH3:1][O:2][c:3]1[cH:4][cH:5][c:6]([CH2:7][C:8]2([C:26](=[O:27])[O-:28])[N:9]([c:20]3[n:21][cH:22][cH:23][cH:24][cH:25]3)[C:10](=[O:19])[CH:11]2[CH2:12][CH:13]=[N:14][NH:15][C:16](=[NH:17])[NH2:18])[cH:29][cH:30]1.[Cl:38][CH2:39][Cl:40].[F:31][C:32]([F:33])([F:34])[C:35]([OH:36])=[O:37]>>[CH:8]1([C:26](=[O:27])[OH:28])[N:9]([c:20]2[n:21][cH:22][cH:23][cH:24][cH:25]2)[C:10](=[O:19])[CH:11]1[CH2:12][CH:13]=[N:14][NH:15][C:16](=[NH:17])[NH2:18]. The reactants are CC#N, CCOC(=O)CC(C)Nc1c([N+](=O)[O-])cnc2ccccc12. The product is CCOC(=O)CC(C)Nc1c(N)cnc2ccccc12. Reaction SMILES: [CH3:23][C:24]#[N:25].[N+:1]([O-:2])(=[O:3])[c:4]1[cH:5][n:6][c:7]2[cH:8][cH:9][cH:10][cH:11][c:12]2[c:13]1[NH:14][CH:15]([CH2:16][C:17](=[O:18])[O:19][CH2:20][CH3:21])[CH3:22]>>[NH2:1][c:4]1[cH:5][n:6][c:7]2[cH:8][cH:9][cH:10][cH:11][c:12]2[c:13]1[NH:14][CH:15]([CH2:16][C:17](=[O:18])[O:19][CH2:20][CH3:21])[CH3:22]. Reactants: Brc1ncc(Br)n2ccnc12, Cc1ccccc1, CC(C)(C)[O-], [Na+], O=C(C=Cc1ccccc1)C=Cc1ccccc1, O=C(C=Cc1ccccc1)C=Cc1ccccc1, O=C(C=Cc1ccccc1)C=Cc1ccccc1, O=C(NCc1ccc(O)cc1)c1ccc(Nc2ncc(-c3cn[nH]c3)n3ccnc23)cc1, [Pd], [Pd], Nc1ccc(-n2cc(-c3ccccn3)nn2)cc1. Product: Brc1cnc(Nc2ccc(-n3cc(-c4ccccn4)nn3)cc2)c2nccn12. As a reaction SMILES: [Br:33][c:34]1[cH:35][n:36][c:37]([Br:43])[c:38]2[n:39]1[cH:40][cH:41][n:42]2.[CH3:124][c:125]1[cH:126][cH:127][cH:128][cH:129][cH:130]1.[CH3:62][C:63]([CH3:64])([O-:65])[CH3:66].[Na+:67].[O:106]=[C:107]([CH:108]=[CH:109][c:110]1[cH:111][cH:112][cH:113][cH:114][cH:115]1)[CH:116]=[CH:117][c:118]1[cH:119][cH:120][cH:121][cH:122][cH:123]1.[O:70]=[C:71]([CH:72]=[CH:73][c:74]1[cH:75][cH:76][cH:77][cH:78][cH:79]1)[CH:80]=[CH:81][c:82]1[cH:83][cH:84][cH:85][cH:86][cH:87]1.[O:88]=[C:89]([CH:90]=[CH:91][c:92]1[cH:93][cH:94][cH:95][cH:96][cH:97]1)[CH:98]=[CH:99][c:100]1[cH:101][cH:102][cH:103][cH:104][cH:105]1.[OH:1][c:2]1[cH:3][cH:4][c:5]([CH2:6][NH:7][C:8](=[O:9])[c:10]2[cH:11][cH:12][c:13]([NH:14][c:15]3[c:16]4[n:17]([cH:18][cH:19][n:20]4)[c:21](-[c:22]4[cH:23][n:24][nH:25][cH:26]4)[cH:27][n:28]3)[cH:29][cH:30]2)[cH:31][cH:32]1.[Pd:68].[Pd:69].[n:44]1[c:45](-[c:50]2[n:51][n:52][n:53](-[c:55]3[cH:56][cH:57][c:58]([NH2:61])[cH:59][cH:60]3)[cH:54]2)[cH:46][cH:47][cH:48][cH:49]1>>[Br:33][c:34]1[cH:35][n:36][c:37]([NH:61][c:58]2[cH:57][cH:56][c:55](-[n:53]3[n:52][n:51][c:50](-[c:45]4[n:44][cH:49][cH:48][cH:47][cH:46]4)[cH:54]3)[cH:60][cH:59]2)[c:38]2[n:39]1[cH:40][cH:41][n:42]2. Starting materials: CCOC(=O)C1CCC(=O)CC1 (ethyl cyclohexanone-4-carboxylate), CCOCC (Et2O), C(CO)O (ethylene glycol), O=C1CCC(CC1)C(=O)OCC (ethyl 4-oxocyclohexanecarboxylate). Reagents/catalysts: O.C1(=CC=C(C=C1)S(=O)(=O)O)C (p-toluene sulfonic acid monohydrate). The solvent is C1=CC=CC=C1 (benzene). Reaction conditions: time 8 hour. The product is O1CCOC12CCC(CC2)C(=O)OCC (Ethyl 1,4-dioxaspiro[4.5]decane-8-carboxylate). Yield: 100.0%. As a reaction SMILES: [CH3:1][CH2:2][O:3][C:4]([CH:6]1[CH2:12][CH2:11][C:9](=[O:10])[CH2:8][CH2:7]1)=[O:5].[CH2:13](O)[CH2:14][OH:15].CCOCC>C1C=CC=CC=1.O.C1(C)C=CC(S(O)(=O)=O)=CC=1>[O:15]1[C:9]2([CH2:11][CH2:12][CH:6]([C:4]([O:3][CH2:2][CH3:1])=[O:5])[CH2:7][CH2:8]2)[O:10][CH2:13][CH2:14]1 |f:4.5|. Reported procedure: This compound was prepared from ethyl cyclohexanone-4-carboxylate by following the procedure of Pearson et al. (J. Org. Chem., 1997, 62, 5284). A mixture of ethylene glycol (131 mL, 2350 mmol), ethyl 4-oxocyclohexanecarboxylate (100 g, 588 mmol), and p-toluene sulfonic acid monohydrate (2.012 g, 10.58 mmol) in benzene (125 mL) was stirred overnight at room temperature, under N2. The solution was poured into Et2O (1 L) and the mixture washed with water (3×300 mL), sat. NaHCO3 (100 mL) followed by... As a reaction SMILES: [CH3:15][C:16](=[O:17])[O:18][C:19](=[O:20])[CH3:21].[NH2:1][c:2]1[n:3][cH:4][c:5]2[nH:6][c:7]3[cH:8][cH:9][cH:10][cH:11][c:12]3[c:13]2[cH:14]1.[cH:22]1[cH:23][cH:24][n:25][cH:26][cH:27]1>>[NH:1]([c:2]1[n:3][cH:4][c:5]2[nH:6][c:7]3[cH:8][cH:9][cH:10][cH:11][c:12]3[c:13]2[cH:14]1)[C:16]([CH3:15])=[O:17]. The reactants are CC(=O)OC(C)=O, Nc1cc2c(cn1)[nH]c1ccccc12, c1ccncc1. Product: CC(=O)Nc1cc2c(cn1)[nH]c1ccccc12. The reactants are N[C@@H]1[C@H](CCC1)OC1=C(C=CC(=C1)F)NC=1C2=C(N=CN1)SC(=C2C)C(=O)N ((1S,2S) 4-[2-(2-amino-cyclopentyloxy)-4-fluoro-phenylamino]-5-methyl thieno[2,3-d]pyrimidine-6-carboxylic acid amide), C(C)(C)N(C(C)C)CC (N,N-diisopropylethylamine), C(Cl)Cl (DCM), C(C)(=O)Cl (acetylchloride). The solvent is O (water). Reaction conditions: time 1 hour. Product: C(C)(=O)N[C@@H]1[C@H](CCC1)OC1=C(C=CC(=C1)F)NC=1C2=C(N=CN1)SC(=C2C)C(=O)N ((1S,2S) 4-{2-[2-(Acetyl-amino)-cyclopentyloxy]-4-fluoro-phenylamino}-5-methyl thieno[2,3-d]pyrimidine-6-carboxylic acid amide). RXN SMILES: [NH2:1][C@H:2]1[CH2:6][CH2:5][CH2:4][C@@H:3]1[O:7][C:8]1[CH:13]=[C:12]([F:14])[CH:11]=[CH:10][C:9]=1[NH:15][C:16]1[C:17]2[C:24]([CH3:25])=[C:23]([C:26]([NH2:28])=[O:27])[S:22][C:18]=2[N:19]=[CH:20][N:21]=1.C(N(CC)C(C)C)(C)C.C(Cl)Cl.[C:41](Cl)(=[O:43])[CH3:42]>O>[C:41]([NH:1][C@H:2]1[CH2:6][CH2:5][CH2:4][C@@H:3]1[O:7][C:8]1[CH:13]=[C:12]([F:14])[CH:11]=[CH:10][C:9]=1[NH:15][C:16]1[C:17]2[C:24]([CH3:25])=[C:23]([C:26]([NH2:28])=[O:27])[S:22][C:18]=2[N:19]=[CH:20][N:21]=1)(=[O:43])[CH3:42]. Procedure details: 0.15 g (1S,2S) 4-[2-(2-amino-cyclopentyloxy)-4-fluoro-phenylamino]-5-methyl thieno[2,3-d]pyrimidine-6-carboxylic acid amide and 0.32 ml N,N-diisopropylethylamine were mixed with DCM. 0.027 g acetylchloride were added to the mixture and stirred for 1 hour at rt. Then the reaction mixture was diluted with water and filtrated. The solid was air-dried. Reactants: CC(C)(O)c1cnn2c(Br)cnc2n1, C1COCCO1, CC1(C)COB(c2ccc(=O)n(-c3ncccc3C#N)c2)OC1, CCOC(C)=O, [Na+], [Na+], O=C([O-])[O-], c1ccc(P(c2ccccc2)(c2ccccc2)[Pd](P(c2ccccc2)(c2ccccc2)c2ccccc2)(P(c2ccccc2)(c2ccccc2)c2ccccc2)P(c2ccccc2)(c2ccccc2)c2ccccc2)cc1. Product: CC(C)(O)c1cnn2c(-c3ccc(=O)n(-c4ncccc4C#N)c3)cnc2n1. RXN SMILES: [Br:24][c:25]1[cH:26][n:27][c:28]2[n:29]1[n:30][cH:31][c:32]([C:34]([CH3:35])([CH3:36])[OH:37])[n:33]2.[CH2:38]1[O:39][CH2:40][CH2:41][O:42][CH2:43]1.[CH3:1][C:2]1([CH3:3])[CH2:4][O:5][B:6]([c:8]2[cH:9][cH:10][c:11](=[O:22])[n:12](-[c:14]3[n:15][cH:16][cH:17][cH:18][c:19]3[C:20]#[N:21])[cH:13]2)[O:7][CH2:23]1.[CH3:50][CH2:51][O:52][C:53](=[O:54])[CH3:55].[Na+:44].[Na+:45].[O-:46][C:47](=[O:48])[O-:49].[cH:56]1[cH:57][cH:58][c:59]([P:60]([Pd:61]([P:62]([c:63]2[cH:64][cH:65][cH:66][cH:67][cH:68]2)([c:69]2[cH:70][cH:71][cH:72][cH:73][cH:74]2)[c:75]2[cH:76][cH:77][cH:78][cH:79][cH:80]2)([P:81]([c:82]2[cH:83][cH:84][cH:85][cH:86][cH:87]2)([c:88]2[cH:89][cH:90][cH:91][cH:92][cH:93]2)[c:94]2[cH:95][cH:96][cH:97][cH:98][cH:99]2)[P:100]([c:101]2[cH:102][cH:103][cH:104][cH:105][cH:106]2)([c:107]2[cH:108][cH:109][cH:110][cH:111][cH:112]2)[c:113]2[cH:114][cH:115][cH:116][cH:117][cH:118]2)([c:119]2[cH:120][cH:121][cH:122][cH:123][cH:124]2)[c:125]2[cH:126][cH:127][cH:128][cH:129][cH:130]2)[cH:131][cH:132]1>>[c:8]1(-[c:25]2[cH:26][n:27][c:28]3[n:29]2[n:30][cH:31][c:32]([C:34]([CH3:35])([CH3:36])[OH:37])[n:33]3)[cH:9][cH:10][c:11](=[O:22])[n:12](-[c:14]2[n:15][cH:16][cH:17][cH:18][c:19]2[C:20]#[N:21])[cH:13]1.